Dataset: the Open Reaction Database (ORD), a public repository of structured organic reaction records. Task: describe an organic reaction: reactants, conditions, products, and yield Starting materials: Cl.CN (methylamine hydrochloride), C(CCl)Cl (EDC), BrC1=CC=CC(=N1)C(C(=O)[O-])O.[K+] (Potassium (6-bromopyridin-2-yl)(hydroxy)acetate), C=1C=CC2=C(C1)N=NN2O (HOBT), CCN(C(C)C)C(C)C (DIEA). Solvent: O (water), CN(C)C=O (DMF). Run at time 6 hour. Yields the product EtOAc hexanes, BrC1=CC=CC(=N1)C(C(=O)NC)O (2-(6-Bromopyridin-2-yl)-2-hydroxy-N-methylacetamide). Isolated yield 40.0%. RXN SMILES: [Br:1][C:2]1[N:7]=[C:6]([CH:8]([OH:12])[C:9]([O-])=[O:10])[CH:5]=[CH:4][CH:3]=1.[K+].C1C=CC2N(O)N=[N:20][C:18]=2C=1.C(Cl)CCl.Cl.CN.CCN(C(C)C)C(C)C>CN(C=O)C.O>[Br:1][C:2]1[N:7]=[C:6]([CH:8]([OH:12])[C:9]([NH:20][CH3:18])=[O:10])[CH:5]=[CH:4][CH:3]=1 |f:0.1,4.5|. Procedure details: Potassium (6-bromopyridin-2-yl)(hydroxy)acetate (423 mg, 1.57 mmol), HOBT (600 mg, 3.91 mmol), EDC (750 mg, 3.91 mmol), and methylamine hydrochloride (529 mg, 7.83 mmol) were taken up in DMF (5.0 mL), and DIEA (684 μL, 3.91 mmol) was added. The reaction was stirred at room temperature for 6 hours, diluted with water, and extracted with 5:1 CH2Cl2:MeOH (2×). The combined organic layers were dried over MgSO4, filtered, and evaporated. Silica gel chromatography (40-100% EtOAc/hexanes) provided the ...